Dataset: the Open Reaction Database (ORD), a public repository of structured organic reaction records. Task: describe an organic reaction: reactants, conditions, products, and yield Starting materials: C(C1=CC=CC=C1)NC1C(CC(CC1)CNC1=CC=CC=C1)C ((4-Benzylamino-3-methyl-cyclohexylmethyl)-phenyl-amine), C(=O)[O-].[NH4+] (ammonium formate). The reagents and catalysts are [Pd] (Pd/C). Run in CCO (EtOH). Yields the product NC1C(CC(CC1)CNC1=CC=CC=C1)C ((4-Amino-3-methyl-cyclohexylmethyl)-phenyl-amine). As a reaction SMILES: C([NH:8][CH:9]1[CH2:14][CH2:13][CH:12]([CH2:15][NH:16][C:17]2[CH:22]=[CH:21][CH:20]=[CH:19][CH:18]=2)[CH2:11][CH:10]1[CH3:23])C1C=CC=CC=1.C([O-])=O.[NH4+]>CCO.[Pd]>[NH2:8][CH:9]1[CH2:14][CH2:13][CH:12]([CH2:15][NH:16][C:17]2[CH:22]=[CH:21][CH:20]=[CH:19][CH:18]=2)[CH2:11][CH:10]1[CH3:23] |f:1.2|. Reported procedure: (4-Benzylamino-3-methyl-cyclohexylmethyl)-phenyl-amine (160 mg, 0.52 mmol) and ammonium formate (164 mg, 2.60 mmol) in EtOH (5 mL) is treated with 10% Pd/C (30 mg) and heated at reflux for 2 hours. The Pd/C is removed by filtration and washed with MeOH. The filtrate is concentrated in vacuo to afford the title compound which is used without further purification. Reactants: ClC=1C=C(C(=O)O)C=C(C1OCCCCCCCCCCCC)Cl (3,5-Dichloro-4-dodecyloxybenzoic acid), S(=O)(Cl)Cl (thionyl chloride). Solvent: C(C)(=O)OCC (ethyl acetate), CN(C)C=O (DMF). Conditions: temperature 60 celsius. Yields the product ClC=1C=C(C(=O)Cl)C=C(C1OCCCCCCCCCCCC)Cl (3.5-Dichloro-4-dodecyloxybenzoyl chloride). As a reaction SMILES: [Cl:1][C:2]1[CH:3]=[C:4]([CH:8]=[C:9]([Cl:24])[C:10]=1[O:11][CH2:12][CH2:13][CH2:14][CH2:15][CH2:16][CH2:17][CH2:18][CH2:19][CH2:20][CH2:21][CH2:22][CH3:23])[C:5](O)=[O:6].S(Cl)([Cl:27])=O>C(OCC)(=O)C.CN(C=O)C>[Cl:1][C:2]1[CH:3]=[C:4]([CH:8]=[C:9]([Cl:24])[C:10]=1[O:11][CH2:12][CH2:13][CH2:14][CH2:15][CH2:16][CH2:17][CH2:18][CH2:19][CH2:20][CH2:21][CH2:22][CH3:23])[C:5]([Cl:27])=[O:6]. Procedure details: 3,5-Dichloro-4-dodecyloxybenzoic acid (200 g, 0.533 mol) was suspended/dissolved in ethyl acetate (1000 mL) with DMF (0.5 mL) and thionyl chloride (194 mL, 2.66 mol). The mixture was then heated to 60° C. for 2.5 hrs. After this period the solution was cooled, concentrated under reduced pressure and co-evaporated with ethyl acetate (×1). The resulting oil was used as such in the next step. Starting materials: C(C)(C)C1=C(C(=CC=C1)C(C)C)NS(=O)(=O)CC(=O)NC=1N=NN(N1)CCCCCCCCCCCC (2-(2,6-Diisopropyl-phenylsulfamoyl)-N-(dodecyl-2-H-tetrazol-5-yl)-acetamide), C(CCCCCCCCC)O (decanol). Product: C(CCCCCCCCC)OC(CS(NC1=C(C=CC=C1C(C)C)C(C)C)(=O)=O)=O ((2,6-Diisopropylphenylsulfamoyl)-acetic Acid Decylester). Reaction SMILES: [CH:1]([C:4]1[CH:9]=[CH:8][CH:7]=[C:6]([CH:10]([CH3:12])[CH3:11])[C:5]=1[NH:13][S:14]([CH2:17][C:18](NC1N=NN(CCCCCCCCCCCC)N=1)=[O:19])(=[O:16])=[O:15])([CH3:3])[CH3:2].[CH2:38]([OH:48])[CH2:39][CH2:40][CH2:41][CH2:42][CH2:43][CH2:44][CH2:45][CH2:46][CH3:47]>>[CH2:38]([O:48][C:18](=[O:19])[CH2:17][S:14](=[O:15])(=[O:16])[NH:13][C:5]1[C:6]([CH:10]([CH3:12])[CH3:11])=[CH:7][CH:8]=[CH:9][C:4]=1[CH:1]([CH3:2])[CH3:3])[CH2:39][CH2:40][CH2:41][CH2:42][CH2:43][CH2:44][CH2:45][CH2:46][CH3:47]. Reported procedure: This compound was prepared in the same manner as for the title compound of Example 2, except that 2-DAT was replaced with decanol, mp 65°-67° C. Reactants: solution, C(C)(C)(C)[Li] (tert-butyllitium), CC(CCCC(C)=O)CCCC(CCCC(C)C)C (6,10,14-trimethyl-2-pentadecanone), Cl (hydrochloric acid), BrC=CO[Si](C)(C)C (1-Bromo-2-trimethylsilyloxyethylene). Run in CCCCC (pentane), C(C)OCC (ethyl ether), C(C)OCC (ethyl ether). Conditions: temperature -70 celsius, time 90 minute. The product is CC(=CC=O)CCCC(CCCC(CCCC(C)C)C)C (3,7,11,15-Tetramethyl-2-hexadecenal). Yield: 80.4%. RXN SMILES: Br[CH:2]=[CH:3][O:4][Si](C)(C)C.C([Li])(C)(C)C.[CH3:14][CH:15]([CH2:22][CH2:23][CH2:24][CH:25]([CH3:32])[CH2:26][CH2:27][CH2:28][CH:29]([CH3:31])[CH3:30])[CH2:16][CH2:17][CH2:18][C:19](=O)[CH3:20].Cl>C(OCC)C.CCCCC>[CH3:20][C:19]([CH2:18][CH2:17][CH2:16][CH:15]([CH3:14])[CH2:22][CH2:23][CH2:24][CH:25]([CH3:32])[CH2:26][CH2:27][CH2:28][CH:29]([CH3:31])[CH3:30])=[CH:2][CH:3]=[O:4]. Procedure: 1-Bromo-2-trimethylsilyloxyethylene (1 g, 5.3 mmol) in anhydrous ethyl ether (10 cc) is introduced under an argon atmosphere into a 50-cc round-bottomed flask. The mixture is cooled to -70° C. and a 1.2M solution (8 cc) of tert-butyllitium in pentane is then added. Stirring is performed for 90 minutes at -70° C. and then 6,10,14-trimethyl-2-pentadecanone (1.19 g) is added in solution in anhydrous ethyl ether (3 cc). The temperature is allowed to rise to about -15° C. and stirring is continued fo... Starting materials: [Al+3].[Cl-].[Cl-].[Cl-] (AlCl3), COC1=C(C(=O)O)C=C(C=C1)Cl (2-methoxy-5-chlorobenzoic acid), C(C(=O)Cl)(=O)Cl (Oxalyl chloride), C(C)C1=CC=CC=C1 (ethylbenzene), ice water. Solvent: CN(C)C=O (DMF), C(Cl)Cl (CH2Cl2). Run at temperature -5 celsius, time 8 hour. Product: ClC=1C=CC(=C(C1)C(=O)C1=CC=C(C=C1)CC)O ((5-chloro-2-hydroxyphenyl)(4-ethylphenyl)methanone). The yield is 71.0%. As a reaction SMILES: C[O:2][C:3]1[CH:11]=[CH:10][C:9]([Cl:12])=[CH:8][C:4]=1[C:5]([OH:7])=O.C(Cl)(=O)C(Cl)=O.[CH2:19]([C:21]1[CH:26]=[CH:25][CH:24]=[CH:23][CH:22]=1)[CH3:20].[Al+3].[Cl-].[Cl-].[Cl-]>C(Cl)Cl.CN(C=O)C>[Cl:12][C:9]1[CH:10]=[CH:11][C:3]([OH:2])=[C:4]([C:5]([C:24]2[CH:25]=[CH:26][C:21]([CH2:19][CH3:20])=[CH:22][CH:23]=2)=[O:7])[CH:8]=1 |f:3.4.5.6|. Reported procedure: A solution of 2-methoxy-5-chlorobenzoic acid (2.0 g, 10.5 mmol) in dry CH2Cl2 (10 mL) was stirred at room temperature under agron. Oxalyl chloride (2.0 g, 15.8 mmol) was added dropwise to the reaction mixture followed by DMF (0.04 mL). After stirring overnight, the volatiles were evaporated using a rotary evaporator and the residue was dissolved in dry CH2Cl2 (10 mL) at room temperature under agron. After cooling to −5° C., ethylbenzene (2.57 mL, 21 mmol) was added, followed by portionwise addit... Reactants: C(C)(C)NC(C)C (diisopropylamine), COC=1C=C2CCC\C(\C2=CC1)=N/O ((E)-6-methoxy-3,4-dihydronaphthalen-1(2H)-one oxime), C(C)(C)[N-]C(C)C.[Li+] (lithium diisopropylamide), C1(=CC=CC=C1)C1=C(C(=NO1)C(=O)OC)C(F)(F)F (Methyl 5-phenyl-4-(trifluoromethyl)isoxazole-3-carboxylate), C(CCC)[Li] (butyllithium), S(=O)(Cl)Cl (thionyl chloride). The solvent is C1CCOC1 (THF), C1CCOC1 (THF), C(C)(=O)OCC (ethyl acetate), C1CCOC1 (THF), N1=CC=CC=C1 (pyridine). Run at time 20 minute. Product: COC=1C=C2CCC=3C(=NOC3C3=NOC(=C3C(F)(F)F)C3=CC=CC=C3)C2=CC1 (7-Methoxy-3-(5-phenyl-4-(trifluoromethyl)isoxazol-3-yl)-4,5-dihydronaphtho[1,2-c]isoxazole). Isolated yield 100.0%. RXN SMILES: C([N-]C(C)C)(C)C.[Li+].C([Li])CCC.C(NC(C)C)(C)C.[CH3:21][O:22][C:23]1[CH:24]=[C:25]2[C:30](=[CH:31][CH:32]=1)/[C:29](=[N:33]/[OH:34])/[CH2:28][CH2:27][CH2:26]2.[C:35]1([C:41]2[O:45][N:44]=[C:43]([C:46](OC)=O)[C:42]=2[C:50]([F:53])([F:52])[F:51])[CH:40]=[CH:39][CH:38]=[CH:37][CH:36]=1.S(Cl)(Cl)=O>C1COCC1.C(OCC)(=O)C.N1C=CC=CC=1>[CH3:21][O:22][C:23]1[CH:24]=[C:25]2[C:30](=[CH:31][CH:32]=1)[C:29]1=[N:33][O:34][C:46]([C:43]3[C:42]([C:50]([F:51])([F:52])[F:53])=[C:41]([C:35]4[CH:40]=[CH:39][CH:38]=[CH:37][CH:36]=4)[O:45][N:44]=3)=[C:28]1[CH2:27][CH2:26]2 |f:0.1|. Reported procedure: To a fresh solution of lithium diisopropylamide made by adding butyllithium (6.64 mL, 16.6 mmol) to a stirred mixture of diisopropylamine (2.33 mL, 16.6 mmol) in THF (10 mL) at 0° C. was added a solution of (E)-6-methoxy-3,4-dihydronaphthalen-1(2H)-one oxime (I-2, 1.06 g, 5.53 mmol) in THF (4 mL) over 2 minutes. After complete addition, the reaction mixture turned orange-colored and was stirred for an additional 20 minutes. Methyl 5-phenyl-4-(trifluoromethyl)isoxazole-3-carboxylate (I-5, 1.00 g,... Reactants: C(C1=CC=CC=C1)OCC[C@@H]1CC[C@H](CC1)[C@@H]1NCCC1 (trans-(R)-2-[4-(benzyloxyethyl)cyclohexyl]pyrrolidine), C([C@H](O)[C@@H](O)C(=O)O)(=O)O (L-tartaric acid), C(=O)[O-].[NH4+] (ammonium formate), C(C1=CC=CC=C1)OCC[C@@H]1CC[C@H](CC1)[C@@H]1N(CCC1)[C@H](CO)C1=CC=CC=C1 (trans-(S)-2-{(R)-2-[4-(benzyloxyethyl)cyclohexyl]pyrrolidin-1-yl}-2-phenylethanol). Reagents/catalysts: [Pd] (palladium on carbon). Solvent: CCO (EtOH), CO (MeOH). Run at time 2 hour. The product is C(C(O)C(O)C(=O)O)(=O)O.C(C1=CC=CC=C1)OCC[C@@H]1CC[C@H](CC1)[C@@H]1NCCC1 (trans-(R)-2-[4-(benzyloxyethyl)cyclohexyl]pyrrolidine tartaric acid salt). RXN SMILES: C([O-])=O.[NH4+].[CH2:5]([O:12][CH2:13][CH2:14][C@H:15]1[CH2:20][CH2:19][C@H:18]([C@H:21]2[CH2:25][CH2:24][CH2:23][N:22]2[C@@H](C2C=CC=CC=2)CO)[CH2:17][CH2:16]1)[C:6]1[CH:11]=[CH:10][CH:9]=[CH:8][CH:7]=1.C(OCC[C@H]1CC[C@H]([C@H]2CCCN2)CC1)C1C=CC=CC=1.[C:56]([OH:65])(=[O:64])[C@@H:57]([C@H:59]([C:61]([OH:63])=[O:62])[OH:60])[OH:58]>CO.[Pd].CCO>[C:56]([OH:65])(=[O:64])[CH:57]([CH:59]([C:61]([OH:63])=[O:62])[OH:60])[OH:58].[CH2:5]([O:12][CH2:13][CH2:14][C@H:15]1[CH2:20][CH2:19][C@H:18]([C@H:21]2[CH2:25][CH2:24][CH2:23][NH:22]2)[CH2:17][CH2:16]1)[C:6]1[CH:11]=[CH:10][CH:9]=[CH:8][CH:7]=1 |f:0.1,8.9|. Reported procedure: To a stirred mixture of anhydrous ammonium formate (15.8 g, 0.25 mol) and trans-(S)-2-{(R)-2-[4-(benzyloxyethyl)cyclohexyl]pyrrolidin-1-yl}-2-phenylethanol (20.5 g, 0.050 mol) in MeOH (200 mL) is added 10% palladium on carbon (1.00 g), and the resulting mixture is stirred under nitrogen atmosphere at room temperature for 2 hours and then at 35° C. for 3 hours. The reaction mixture is filtered, and the filtrate is concentrated. The crude residue is dissolved with 1N HCl and extracted with ether t... Starting materials: C1(=CC=CC=C1)C (toluene), C(C)(C)NCCN (N-isopropyl-1,2-ethylenediamine), ClCCC(=O)NC1=C(C=CC=C1C)C (3-chloro-2',6'-dimethylpropionanilide). Run in C(C)N(CC)CC (triethylamine). The product is C(C)(C)NCCNCCC(=O)NC1=C(C=CC=C1C)C (3-(isopropylaminoethylamino)-2', 6'-dimethylpropionanilide). Isolated yield 63.2%. As a reaction SMILES: C1(C)C=CC=CC=1.[CH:8]([NH:11][CH2:12][CH2:13][NH2:14])([CH3:10])[CH3:9].Cl[CH2:16][CH2:17][C:18]([NH:20][C:21]1[C:26]([CH3:27])=[CH:25][CH:24]=[CH:23][C:22]=1[CH3:28])=[O:19]>C(N(CC)CC)C>[CH:8]([NH:11][CH2:12][CH2:13][NH:14][CH2:16][CH2:17][C:18]([NH:20][C:21]1[C:26]([CH3:27])=[CH:25][CH:24]=[CH:23][C:22]=1[CH3:28])=[O:19])([CH3:10])[CH3:9]. Procedure: Three hundred milliliters of a toluene solution of a mixture of N-isopropyl-1,2-ethylenediamine (20.0 g), 3-chloro-2',6'-dimethylpropionanilide (13.9 g) and triethylamine (10 ml) is treated as in Example 1 to provide a pale yellow powder. Recrystallization from n-hexane provides a colorless needle in an amount of 11.5 g (yield: 63.2%). m.p. 69.5° C.